This data is from the Open Reaction Database (ORD), a public repository of structured organic reaction records. The task is: describe an organic reaction: reactants, conditions, products, and yield The reactants are C1(CCC1)[C@@H](C1=CC(=CC=C1)F)NC(=O)C1=C(OC(C=C1C)=O)C (2,4-dimethyl-6-oxo-6H-pyran-3-carboxylic acid [(S)-cyclobutyl-(3-fluoro-phenyl)-methyl]-amide), C(C)O (ethanol), O.NN (hydrazine hydrate), C(C)(=O)O (acetic acid), O.NN (hydrazine hydrate), C(=O)([O-])[O-].[Na+].[Na+] (Na2CO3). Reaction conditions: temperature 80 celsius, time 7 hour. Product: C1(CCC1)[C@@H](C1=CC(=CC=C1)F)NC(=O)C1=C(N(C(C=C1C)=O)N)C (1-Amino-2,4-dimethyl-6-oxo-1,6-dihydro-pyridine-3-carboxylic acid [(S)-cyclobutyl-(3-fluoro-phenyl)-methyl]-amide). The yield is 33.0%. As a reaction SMILES: [CH:1]1([C@H:5]([NH:13][C:14]([C:16]2[C:21]([CH3:22])=[CH:20][C:19](=O)[O:18][C:17]=2[CH3:24])=[O:15])[C:6]2[CH:11]=[CH:10][CH:9]=[C:8]([F:12])[CH:7]=2)[CH2:4][CH2:3][CH2:2]1.C(O)C.O.[NH2:29][NH2:30].C(O)(=O)C.C([O-])([O-])=O.[Na+].[Na+]>>[CH:1]1([C@H:5]([NH:13][C:14]([C:16]2[C:21]([CH3:22])=[CH:20][C:19](=[O:18])[N:29]([NH2:30])[C:17]=2[CH3:24])=[O:15])[C:6]2[CH:11]=[CH:10][CH:9]=[C:8]([F:12])[CH:7]=2)[CH2:4][CH2:3][CH2:2]1 |f:2.3,5.6.7|. Procedure: To a solution of 2,4-dimethyl-6-oxo-6H-pyran-3-carboxylic acid [(S)-cyclobutyl-(3-fluoro-phenyl)-methyl]-amide (419 mg, 1.27 mmol) in ethanol (4.0 mL, 70 mmol) were added hydrazine hydrate (370 uL, 7.6 mmol) and acetic acid (4.0 mL, 70 mmol). The mixture was heated at 80° C. for 24 hrs. More hydrazine hydrate (371 uL, 7.63 mmol) was added and stirring continued for 7 hrs. The reaction mixture was adjusted to neutral pH by addition of aq. Sat. Na2CO3. The crude mixture was extracted with dichloro...